From a dataset of the Open Reaction Database (ORD), a public repository of structured organic reaction records. describe an organic reaction: reactants, conditions, products, and yield Starting materials: ClC=1N=NC=C(C1Cl)Cl (3,4,5-trichloropyridazine), Cl.C(C)OC(CN)=O (glycine ethyl ester hydrochloride), C(C)(C)N(CC)C(C)C (diisopropylethyl amine). The solvent is C(C)O (ethanol). Yields the product ClC=1C(=CN=NC1Cl)NCC(=O)OCC (ethyl 2-(5,6-dichloropyridazine-4-ylamino)acetate). The yield is 30.8%. RXN SMILES: [Cl:1][C:2]1[N:3]=[N:4][CH:5]=[C:6](Cl)[C:7]=1[Cl:8].Cl.[CH2:11]([O:13][C:14](=[O:17])[CH2:15][NH2:16])[CH3:12].C(N(C(C)C)CC)(C)C>C(O)C>[Cl:8][C:7]1[C:6]([NH:16][CH2:15][C:14]([O:13][CH2:11][CH3:12])=[O:17])=[CH:5][N:4]=[N:3][C:2]=1[Cl:1] |f:1.2|. Reported procedure: A solution of 3,4,5-trichloropyridazine (300 mg), glycine ethyl ester hydrochloride (228 mg) and diisopropylethyl amine (844 μL) in ethanol was stirred for 3 hours under reflux. After the reaction was completed, the mixture was concentrated under reduced pressure and the residue was purified by silica gel column chromatography (ethyl acetate:hexane=1:9 to 1:1) to give 126 mg (31% yield) of the title compound as a pale pink amorphous. The reactants are [BH4-], CCO, [Na+], Cc1c2c(c(C)n1-c1ccccc1)C(=O)CC2. As a reaction SMILES: [BH4-:18].[CH3:20][CH2:21][OH:22].[Na+:19].[O:1]=[C:2]1[CH2:3][CH2:4][c:5]2[c:6]([CH3:17])[n:7](-[c:11]3[cH:12][cH:13][cH:14][cH:15][cH:16]3)[c:8]([CH3:10])[c:9]21>>[OH:1][CH:2]1[CH2:3][CH2:4][c:5]2[c:6]([CH3:17])[n:7](-[c:11]3[cH:12][cH:13][cH:14][cH:15][cH:16]3)[c:8]([CH3:10])[c:9]21. Yields the product Cc1c2c(c(C)n1-c1ccccc1)C(O)CC2. Reactants: C(C)(=O)C1=CC=CC=C1 (acetophenone), S(=O)(=O)(Cl)Cl (sulfuryl chloride), NC(=S)N (thiourea), S(=O)(=O)(Cl)Cl (sulfuryl chloride). Product: C1(=CC=CC=C1)C=1N=C(SC1)N (4-phenyl 2-amino thiazole). As a reaction SMILES: [C:1]([C:4]1[CH:9]=[CH:8][CH:7]=[CH:6][CH:5]=1)(=O)[CH3:2].[NH2:10][C:11]([NH2:13])=[S:12].S(Cl)(Cl)(=O)=O>>[C:4]1([C:1]2[N:10]=[C:11]([NH2:13])[S:12][CH:2]=2)[CH:9]=[CH:8][CH:7]=[CH:6][CH:5]=1. Procedure: Carefully mix 360 g (3 mols) of acetophenone and 455 g (6 mols) of thiourea; then add 264 ml (3.3 mols) of sulfuryl chloride in small fractions. The reaction is exothermic and the sulfuryl chloride is added over the course of two hours.